This data is from the Open Reaction Database (ORD), a public repository of structured organic reaction records. The task is: describe an organic reaction: reactants, conditions, products, and yield Procedure details: A solution of 50 g of a 97.2:2.8 mixture of the (4S,5S):(4S,5R) isomers of 4-benzyl-2-oxo-oxazolidine-5-carboxylic acid in 300 ml of methanol was combined with 1 ml of sulphuric acid and refluxed for 3.5 hours. The solution was cooled to 0° C. and adjusted to pH 7 with a solution of 30% sodium methoxide in methanol. 10.26 g of sodium borohydride were added to the solution at 0°-3° C. After 1 hour's stirring at 0° C., the suspension is adjusted to pH 1 at 0°-20° C. with 25% hydrochloric acid. Aft... RXN SMILES: [CH2:1]([CH:8]1[CH:12]([C:13](O)=[O:14])[O:11][C:10](=[O:16])[NH:9]1)[C:2]1[CH:7]=[CH:6][CH:5]=[CH:4][CH:3]=1.S(=O)(=O)(O)O.C[O-].[Na+].[BH4-].[Na+].Cl>CO.O>[CH2:1]([C@H:8]1[C@@H:12]([CH2:13][OH:14])[O:11][C:10](=[O:16])[NH:9]1)[C:2]1[CH:3]=[CH:4][CH:5]=[CH:6][CH:7]=1 |f:2.3,4.5|. The reactants are C(C1=CC=CC=C1)C1NC(OC1C(=O)O)=O (4-benzyl-2-oxo-oxazolidine-5-carboxylic acid), Cl (hydrochloric acid), [BH4-].[Na+] (sodium borohydride), S(O)(O)(=O)=O (sulphuric acid), C[O-].[Na+] (sodium methoxide). The product is C(C1=CC=CC=C1)[C@@H]1NC(O[C@@H]1CO)=O ((4S,5S)-4-benzyl-5-hydroxymethyl-oxazolidin-2-one). Solvent: O (water), CO (methanol), CO (methanol). Reaction conditions: temperature 0 celsius, time 1 hour. The reactants are NC1=C(C(=NC=N1)N[C@@H](C)C1=NN2C(C(N1C1=CC=CC=C1)=O)=C(C=C2)C)Br ((S)-2-(1-((6-Amino-5-bromopyrimidin-4-yl)amino)ethyl)-5-methyl-3-phenylpyrrolo[2,1-f][1,2,4]triazin-4(3H)-one), FC=1C=C(C=C(C1)B1OC(C(O1)(C)C)(C)C)NS(=O)(=O)C (N-(3-fluoro-5-(4,4,5,5-tetramethyl-1,3,2-dioxaborolan-2-yl)phenyl)methanesulfonamide), C([O-])([O-])=O.[Cs+].[Cs+] (cesium carbonate). The yield is 57.3%. Procedure details: (S)-2-(1-((6-Amino-5-bromopyrimidin-4-yl)amino)ethyl)-5-methyl-3-phenylpyrrolo[2,1-f][1,2,4]triazin-4(3H)-one (30 mg, 0.07 mmol) was treated with N-(3-fluoro-5-(4,4,5,5-tetramethyl-1,3,2-dioxaborolan-2-yl)phenyl)methanesulfonamide (34 mg, 0.11 mmol, prepared as described at WO 2004052847 A2 20040624), cesium carbonate (2M, 110 μl, 0.22 mmol) and 1,1′-bis(diphenylphosphino)ferrocene-palladium(II)dichloride dichloromethane complex (6 mg, 0.01 mmol) according to the method described in Example 3 to... The product is NC1=NC=NC(=C1C=1C=C(C=C(C1)F)NS(=O)(=O)C)N[C@@H](C)C1=NN2C(C(N1C1=CC=CC=C1)=O)=C(C=C2)C ((S)—N-(3-(4-amino-6-((1-(5-methyl-4-oxo-3-phenyl-3,4-dihydropyrrolo[2,1-f][1,2,4]triazin-2-yl)ethyl)amino)pyrimidin-5-yl)-5-fluorophenyl)methanesulfonamide). RXN SMILES: [NH2:1][C:2]1[N:7]=[CH:6][N:5]=[C:4]([NH:8][C@H:9]([C:11]2[N:16]([C:17]3[CH:22]=[CH:21][CH:20]=[CH:19][CH:18]=3)[C:15](=[O:23])[C:14]3=[C:24]([CH3:27])[CH:25]=[CH:26][N:13]3[N:12]=2)[CH3:10])[C:3]=1Br.[F:29][C:30]1[CH:31]=[C:32]([NH:45][S:46]([CH3:49])(=[O:48])=[O:47])[CH:33]=[C:34](B2OC(C)(C)C(C)(C)O2)[CH:35]=1.C(=O)([O-])[O-].[Cs+].[Cs+]>>[NH2:1][C:2]1[C:3]([C:34]2[CH:33]=[C:32]([NH:45][S:46]([CH3:49])(=[O:48])=[O:47])[CH:31]=[C:30]([F:29])[CH:35]=2)=[C:4]([NH:8][C@H:9]([C:11]2[N:16]([C:17]3[CH:22]=[CH:21][CH:20]=[CH:19][CH:18]=3)[C:15](=[O:23])[C:14]3=[C:24]([CH3:27])[CH:25]=[CH:26][N:13]3[N:12]=2)[CH3:10])[N:5]=[CH:6][N:7]=1 |f:2.3.4|. Starting materials: FC1=CC=C(N)C=C1 (4-fluoroaniline), C(C)OC(=O)C#CC(=O)OCC (diethylacetylene dicarboxylate). Yields the product C(C)OC(=O)C(CC(=O)OCC)NC1=CC=C(C=C1)F (Diethyl-1 (p-fluoroanilino)ethylene dicarboxylate). As a reaction SMILES: [F:1][C:2]1[CH:8]=[CH:7][C:5]([NH2:6])=[CH:4][CH:3]=1.[CH2:9]([O:11][C:12]([C:14]#[C:15][C:16]([O:18][CH2:19][CH3:20])=[O:17])=[O:13])[CH3:10]>>[CH2:19]([O:18][C:16]([CH:15]([NH:6][C:5]1[CH:7]=[CH:8][C:2]([F:1])=[CH:3][CH:4]=1)[CH2:14][C:12]([O:11][CH2:9][CH3:10])=[O:13])=[O:17])[CH3:20]. Procedure details: A solution of 10.0 g (0.09 mole) 4-fluoroaniline 7 and 8.0 g (0.047 mole) diethylacetylene dicarboxylate 8 is stirred at room temperature for 72 hours. The crude product is purified by flash chromatography using silica gel eluted initially with ethyl acetate:hexane (1:4) and finally with ethyl acetate. The fractions containing the product are combined and concentrated under reduced pressure to give 9 as a yellow oil. Reactants: C(C)(=O)N1CCC(CC1)=O (N-acetyl-4-piperidone), C(C1=CC=CC=C1)=O (benzaldehyde), Cl (HCl). The solvent is C(C)O (ethanol). Run at time 8 hour. The product is Cl.C1(=CC=CC=C1)C=C1CNCC(C1=O)=CC1=CC=CC=C1 (3,5-Bis(phenylmethylene)-4-piperidone, hydrochloride). As a reaction SMILES: C([N:4]1[CH2:9][CH2:8][C:7](=[O:10])[CH2:6][CH2:5]1)(=O)C.[CH:11](=O)[C:12]1[CH:17]=[CH:16][CH:15]=[CH:14][CH:13]=1.[ClH:19]>C(O)C>[ClH:19].[C:12]1([CH:11]=[C:8]2[C:7](=[O:10])[C:6](=[CH:11][C:12]3[CH:17]=[CH:16][CH:15]=[CH:14][CH:13]=3)[CH2:5][NH:4][CH2:9]2)[CH:17]=[CH:16][CH:15]=[CH:14][CH:13]=1 |f:4.5|. Procedure details: 14 g (0.1 mole) of N-acetyl-4-piperidone and 32 g (0.3 mole) of benzaldehyde in 150 ml of ethanol are cooled to 15° and treated dropwise with 33 ml of concentrated HCl, refluxed for 6 hours, and stored overnight at room temperature. The light yellow solid is filtered, washed with ethanol, then with ether and air-dried, weight 26 g (83%), mp. 273°-275°(dec.). Starting materials: CO, CC(C)N1CCN(c2ccc([N+](=O)[O-])cc2)CC1, Cl, O, O, Cl[Sn]Cl. The product is CC(C)N1CCN(c2ccc(N)cc2)CC1. RXN SMILES: [CH3:25][OH:26].[CH:1]([CH3:2])([CH3:3])[N:4]1[CH2:5][CH2:6][N:7]([c:10]2[cH:11][cH:12][c:13]([N+:16]([O-:17])=[O:18])[cH:14][cH:15]2)[CH2:8][CH2:9]1.[ClH:24].[OH2:19].[OH2:20].[Sn:21]([Cl:22])[Cl:23]>>[CH:1]([CH3:2])([CH3:3])[N:4]1[CH2:5][CH2:6][N:7]([c:10]2[cH:11][cH:12][c:13]([NH2:16])[cH:14][cH:15]2)[CH2:8][CH2:9]1. The reactants are CCC(C)(C)Cc1cn(S(=O)(=O)N(C)C)c(C(C)(O)Cc2ccc(-c3ccccc3S(C)=O)cc2)n1, CO, Cl. The product is CCC(C)(C)Cc1c[nH]c(C(C)(O)Cc2ccc(-c3ccccc3S(C)=O)cc2)n1. RXN SMILES: [CH3:2][C:3]([CH2:4][c:5]1[n:6][c:7]([C:16]([CH2:17][c:18]2[cH:19][cH:20][c:21](-[c:24]3[c:25]([S:30](=[O:31])[CH3:32])[cH:26][cH:27][cH:28][cH:29]3)[cH:22][cH:23]2)([CH3:33])[OH:34])[n:8]([S:10]([N:11]([CH3:12])[CH3:13])(=[O:14])=[O:15])[cH:9]1)([CH2:35][CH3:36])[CH3:37].[CH3:38][OH:39].[ClH:1]>>[CH3:2][C:3]([CH2:4][c:5]1[n:6][c:7]([C:16]([CH2:17][c:18]2[cH:19][cH:20][c:21](-[c:24]3[c:25]([S:30](=[O:31])[CH3:32])[cH:26][cH:27][cH:28][cH:29]3)[cH:22][cH:23]2)([CH3:33])[OH:34])[nH:8][cH:9]1)([CH2:35][CH3:36])[CH3:37]. Reactants: CC(C)(C)OC(=O)N1CCC(C#CCC(O)COCc2ccccc2)CC1, CCOC(C)=O, c1ccc2ncccc2c1. The product is CC(C)(C)OC(=O)N1CCC(C=CCC(O)COCc2ccccc2)CC1. Reaction SMILES: [CH2:1]([c:2]1[cH:3][cH:4][cH:5][cH:6][cH:7]1)[O:8][CH2:9][CH:10]([CH2:11][C:12]#[C:13][CH:14]1[CH2:15][CH2:16][N:17]([C:20](=[O:21])[O:22][C:23]([CH3:24])([CH3:25])[CH3:26])[CH2:18][CH2:19]1)[OH:27].[CH3:38][CH2:39][O:40][C:41]([CH3:42])=[O:43].[cH:28]1[cH:29][c:30]2[c:31]([n:32][cH:33][cH:34][cH:35]2)[cH:36][cH:37]1>>[CH2:1]([c:2]1[cH:3][cH:4][cH:5][cH:6][cH:7]1)[O:8][CH2:9][CH:10]([CH2:11][CH:12]=[CH:13][CH:14]1[CH2:15][CH2:16][N:17]([C:20](=[O:21])[O:22][C:23]([CH3:24])([CH3:25])[CH3:26])[CH2:18][CH2:19]1)[OH:27]. Starting materials: BrC1=NN=C2N1C1=C(C(=NC2)C2=NC=CC=C2)C=CC=C1 (1-bromo-6-(2-pyridyl)-4H-s-triazolo[4,3-a][1,4]benzodiazepine), OCCN1CCNCC1 (1-(β-hydroxyethyl)piperazine). Product: OCCN1CCN(CC1)C1=NN=C2N1C1=C(C(=NC2)C2=NC=CC=C2)C=CC=C1 (1-[4-(β-hydroxyethyl)piperazino]-6-(2-pyridyl)-4H-s-triazolo[4,3-a][1,4]benzodiazepine). As a reaction SMILES: Br[C:2]1[N:6]2[C:7]3[CH:21]=[CH:20][CH:19]=[CH:18][C:8]=3[C:9]([C:12]3[CH:17]=[CH:16][CH:15]=[CH:14][N:13]=3)=[N:10][CH2:11][C:5]2=[N:4][N:3]=1.[OH:22][CH2:23][CH2:24][N:25]1[CH2:30][CH2:29][NH:28][CH2:27][CH2:26]1>>[OH:22][CH2:23][CH2:24][N:25]1[CH2:30][CH2:29][N:28]([C:2]2[N:6]3[C:7]4[CH:21]=[CH:20][CH:19]=[CH:18][C:8]=4[C:9]([C:12]4[CH:17]=[CH:16][CH:15]=[CH:14][N:13]=4)=[N:10][CH2:11][C:5]3=[N:4][N:3]=2)[CH2:27][CH2:26]1. Reported procedure: In the manner given in Example 1, 1-bromo-6-(2-pyridyl)-4H-s-triazolo[4,3-a][1,4]benzodiazepine is heated with excess 1-(β-hydroxyethyl)piperazine to give 1-[4-(β-hydroxyethyl)piperazino]-6-(2-pyridyl)-4H-s-triazolo[4,3-a][1,4]benzodiazepine. Reactants: Cc1ccncc1Br, O=C([O-])[O-], CC(=O)[O-], CC(=O)[O-], CC(C)S(=O)(=O)NC1Cc2ccc(B3OC(C)(C)C(C)(C)O3)cc2C1, [Cs+], [Cs+], C1COCCO1, [Pd+2], c1ccc(P(c2ccccc2)c2ccccc2)cc1. Yields the product Cc1ccncc1-c1ccc2c(c1)CC(NS(=O)(=O)C(C)C)C2. Reaction SMILES: [Br:26][c:27]1[cH:28][n:29][cH:30][cH:31][c:32]1[CH3:33].[C:34](=[O:35])([O-:36])[O-:37].[C:59]([O-:60])(=[O:61])[CH3:62].[C:64]([O-:65])(=[O:66])[CH3:67].[CH3:1][C:2]1([CH3:3])[C:4]([CH3:5])([CH3:6])[O:7][B:8]([c:9]2[cH:10][c:11]3[c:15]([cH:16][cH:17]2)[CH2:14][CH:13]([NH:18][S:19](=[O:20])(=[O:21])[CH:22]([CH3:23])[CH3:24])[CH2:12]3)[O:25]1.[Cs+:38].[Cs+:39].[O:68]1[CH2:69][CH2:70][O:71][CH2:72][CH2:73]1.[Pd+2:63].[c:40]1([P:41]([c:42]2[cH:43][cH:44][cH:45][cH:46][cH:47]2)[c:48]2[cH:49][cH:50][cH:51][cH:52][cH:53]2)[cH:54][cH:55][cH:56][cH:57][cH:58]1>>[c:9]1(-[c:27]2[cH:28][n:29][cH:30][cH:31][c:32]2[CH3:33])[cH:10][c:11]2[c:15]([cH:16][cH:17]1)[CH2:14][CH:13]([NH:18][S:19](=[O:20])(=[O:21])[CH:22]([CH3:23])[CH3:24])[CH2:12]2. The reactants are Cc1ccccc1, CC(C)(C)C(=O)Cl, NC1(c2ccccc2)CCCCC1, c1ccncc1. Product: CC(C)(C)C(=O)NC1(c2ccccc2)CCCCC1. Reaction SMILES: [CH3:1][c:2]1[cH:3][cH:4][cH:5][cH:6][cH:7]1.[CH3:21][C:22]([C:23](=[O:24])[Cl:25])([CH3:26])[CH3:27].[c:8]1([C:14]2([NH2:20])[CH2:15][CH2:16][CH2:17][CH2:18][CH2:19]2)[cH:9][cH:10][cH:11][cH:12][cH:13]1.[cH:28]1[cH:29][cH:30][n:31][cH:32][cH:33]1>>[c:8]1([C:14]2([NH:20][C:23]([C:22]([CH3:21])([CH3:26])[CH3:27])=[O:24])[CH2:15][CH2:16][CH2:17][CH2:18][CH2:19]2)[cH:9][cH:10][cH:11][cH:12][cH:13]1.